Dataset: the Open Reaction Database (ORD), a public repository of structured organic reaction records. Task: describe an organic reaction: reactants, conditions, products, and yield Reactants: ClC1=CC=C(C=C1)C(C(CC(C)C)N)N (1-(4-chloro-phenyl)-4-methyl-pentane-1,2-diamine), Cl.C(C)OC1=C(C(OCC)=N)C=CC(=C1)OC (ethyl 2-ethoxy-4-methoxy-benzimidate hydrochloride), ClC1=CC=C(C=C1)C1C(N=C(N1)C1=C(C=C(C=C1)OC)OCC)CC1CCCC1 (5-(4-chloro-phenyl)-4-cyclopentylmethyl-2-(2-ethoxy-4-methoxy-phenyl)-4,5-dihydro-1H-imidazole). Product: ClC1=CC=C(C=C1)C1C(N=C(N1)C1=C(C=C(C=C1)OC)OCC)CC(C)C (5-(4-Chloro-phenyl)-2-(2-ethoxy-4-methoxy-phenyl)-4-isobutyl-4,5-dihydro-1H-imidazole). Reaction SMILES: ClC1C=CC(C(N)C(N)CC(C)C)=CC=1.Cl.C(OC1C=C(OC)C=CC=1C(=N)OCC)C.[Cl:33][C:34]1[CH:39]=[CH:38][C:37]([CH:40]2[NH:44][C:43]([C:45]3[CH:50]=[CH:49][C:48]([O:51][CH3:52])=[CH:47][C:46]=3[O:53][CH2:54][CH3:55])=[N:42][CH:41]2[CH2:56][CH:57]2[CH2:61]CC[CH2:58]2)=[CH:36][CH:35]=1>>[Cl:33][C:34]1[CH:35]=[CH:36][C:37]([CH:40]2[NH:44][C:43]([C:45]3[CH:50]=[CH:49][C:48]([O:51][CH3:52])=[CH:47][C:46]=3[O:53][CH2:54][CH3:55])=[N:42][CH:41]2[CH2:56][CH:57]([CH3:58])[CH3:61])=[CH:38][CH:39]=1 |f:1.2|. Procedure: 5-(4-Chloro-phenyl)-2-(2-ethoxy-4-methoxy-phenyl)-4-isobutyl-4,5-dihydro-1H-imidazole was prepared from 1-(4-chloro-phenyl)-4-methyl-pentane-1,2-diamine and ethyl 2-ethoxy-4-methoxy-benzimidate hydrochloride in an analogous manner as described for the preparation of 5-(4-chloro-phenyl)-4-cyclopentylmethyl-2-(2-ethoxy-4-methoxy-phenyl)-4,5-dihydro-1H-imidazole (Example 9). HR-MS (ES, m/z) observed 387.1837, calculated for C22H28N2O2Cl [(M+H)+]387.1834. Reactants: COC(=O)C1=NC(=CC=C1)Br (6-Bromo-pyridine-2-carboxylic acid methyl ester), C(=O)([O-])[O-].[Cs+].[Cs+] (Cs2CO3), CC(C)S (2-propanethiol). Run in CN(C)C=O (DMF). Conditions: time 18 hour. Yields the product COC(=O)C1=NC(=CC=C1)SC(C)C (6-isopropylsulfanyl-pyridine-2-carboxylic acid methyl ester). The yield is 89.2%. As a reaction SMILES: [CH3:1][O:2][C:3]([C:5]1[CH:10]=[CH:9][CH:8]=[C:7](Br)[N:6]=1)=[O:4].C([O-])([O-])=O.[Cs+].[Cs+].[CH3:18][CH:19]([SH:21])[CH3:20]>CN(C=O)C>[CH3:1][O:2][C:3]([C:5]1[CH:10]=[CH:9][CH:8]=[C:7]([S:21][CH:19]([CH3:20])[CH3:18])[N:6]=1)=[O:4] |f:1.2.3|. Procedure details: 6-Bromo-pyridine-2-carboxylic acid methyl ester (0.15 g, 0.69 mmol) was added with DMF (2.3 mL), Cs2CO3(0.45 g, 1.38 mmol) and 2-propanethiol (0.064 mL, 0.69 mmol) in turn, and the mixture was stirred at room temperature for 18 hours. After the termination of the reaction, the reactant was filtered and concentrated under reduced pressure to obtain the title compound (0.13 g, 88%). Starting materials: CN1N=CC(=C1)C1=CN(C2=NC=C(C=C21)O)COCC[Si](C)(C)C (3-(1-Methyl-1H-pyrazol-4-yl)-1-(2-trimethylsilanyl-ethoxymethyl)-1H-pyrrolo[2,3-b]pyridin-5-ol), BrCC1CC1 ((bromomethyl)cyclopropane), C(=O)([O-])[O-].[K+].[K+] (K2CO3). Reagents/catalysts: [N+](CCCC)(CCCC)(CCCC)CCCC.[I-] (n-Bu4NI). Run in CC(=O)C (acetone). Yields the product C1(CC1)COC=1C=C2C(=NC1)N(C=C2C=2C=NN(C2)C)COCC[Si](C)(C)C (5-(cyclopropylmethoxy)-3-(1-methyl-1H-pyrazol-4-yl)-1-((2-(trimethylsilyl)ethoxy)methyl)-1H-pyrrolo[2,3-b]pyridine). The yield is 59.1%. RXN SMILES: [CH3:1][N:2]1[CH:6]=[C:5]([C:7]2[C:15]3[C:10](=[N:11][CH:12]=[C:13]([OH:16])[CH:14]=3)[N:9]([CH2:17][O:18][CH2:19][CH2:20][Si:21]([CH3:24])([CH3:23])[CH3:22])[CH:8]=2)[CH:4]=[N:3]1.Br[CH2:26][CH:27]1[CH2:29][CH2:28]1.C([O-])([O-])=O.[K+].[K+]>[N+](CCCC)(CCCC)(CCCC)CCCC.[I-].CC(C)=O>[CH:27]1([CH2:26][O:16][C:13]2[CH:14]=[C:15]3[C:7]([C:5]4[CH:4]=[N:3][N:2]([CH3:1])[CH:6]=4)=[CH:8][N:9]([CH2:17][O:18][CH2:19][CH2:20][Si:21]([CH3:24])([CH3:23])[CH3:22])[C:10]3=[N:11][CH:12]=2)[CH2:29][CH2:28]1 |f:2.3.4,5.6|. Reported procedure: According to the general procedure using: 27 (60 mg, 0.174 mmol), (bromomethyl)cyclopropane (101 μL, 1.05 mmol), K2CO3 (241 mg, 1.74 mmol) and n-Bu4NI (6.4 mg, 17 μmol) in acetone (4.0 mL) were heated at reflux overnight. Standard workup and purification by PTLC using 5% MeOH in CH2Cl2 gave 28s as a clear oil (41 mg, 59%); 1H NMR (400 MHz, CDCl3) δ-0.066 (s, 9H), 0.38 (q, J=4.68 Hz, 2H), 0.68 (m, 2H), 0.91 (m, 2H), 1.31 (m, 1H), 3.55 (t, J=8.3 Hz, 2H), 3.89 (d, J=7.0 Hz, 2H), 3.98 (s, 3H), 5.64 ... The reactants are CCCCCC (Hexane), [N+](=O)([O-])C=1C=C2C=CNC2=CC1 (5-nitro-1H-indole), C([O-])([O-])=O.[Cs+].[Cs+] (cesium carbonate), COC(C(CC1=CC=CC=C1)OS(=O)(=O)C(F)(F)F)=O (3-phenyl-2-trifluoromethanesulfonyloxy-propionic acid methyl ester). Run in CCOC(=O)C (EtOAc), CC(=O)C (acetone). Conditions: time 5 hour. Product: COC(C(CC1=CC=CC=C1)N1C=CC2=CC(=CC=C12)[N+](=O)[O-])=O (2-(5-nitro-indol-1-yl)-3-phenyl-propionic acid methyl ester), syrup. Isolated yield 57.0%. As a reaction SMILES: [N+:1]([C:4]1[CH:5]=[C:6]2[C:10](=[CH:11][CH:12]=1)[NH:9][CH:8]=[CH:7]2)([O-:3])=[O:2].C(=O)([O-])[O-].[Cs+].[Cs+].[CH3:19][O:20][C:21](=[O:38])[CH:22](OS(C(F)(F)F)(=O)=O)[CH2:23][C:24]1[CH:29]=[CH:28][CH:27]=[CH:26][CH:25]=1.CCCCCC>CC(C)=O.CCOC(C)=O>[CH3:19][O:20][C:21](=[O:38])[CH:22]([N:9]1[C:10]2[C:6](=[CH:5][C:4]([N+:1]([O-:3])=[O:2])=[CH:12][CH:11]=2)[CH:7]=[CH:8]1)[CH2:23][C:24]1[CH:25]=[CH:26][CH:27]=[CH:28][CH:29]=1 |f:1.2.3|. Procedure: To 5-nitro-1H-indole (5.18 g, 31.93 mmol) in acetone (200 ml) at ambient temperature under a nitrogen atmosphere was added cesium carbonate (21.80 g, 67.06 mmol) followed by 3-phenyl-2-trifluoromethanesulfonyloxy-propionic acid methyl ester (10.96 g, 35.13 mmol). The resulting dark red mixture was stirred for 5 hours, concentrated in vacuo to a brown powder which was then partitioned between H2O (100 ml) and EtOAc (300 ml). All organics were combined, extracted with brine (250 ml), dried with Mg... Starting materials: CNC1=CC=CC=C1 (N-methylaniline), CC=1C(=NC(=NC1C)Cl)N1CC2=CC=CC=C2CC1 (5,6-dimethyl-4-(1,2,3,4-tetrahydroisoquinolin-2-yl)-2-chloropyrimidine). Run in CN(C=O)C (dimethylformamide). Product: Cl.CC=1C(=NC(=NC1C)N(C)C1=CC=CC=C1)N1CC2=CC=CC=C2CC1 (5,6-dimethyl-2-(N-methylphenylamino)-4-(1,2,3,4-tetrahydroisoquinolin-2-yl)pyrimidine hydrochloride). The yield is 40.1%. As a reaction SMILES: [CH3:1][NH:2][C:3]1[CH:8]=[CH:7][CH:6]=[CH:5][CH:4]=1.[CH3:9][C:10]1[C:11]([N:18]2[CH2:27][CH2:26][C:25]3[C:20](=[CH:21][CH:22]=[CH:23][CH:24]=3)[CH2:19]2)=[N:12][C:13]([Cl:17])=[N:14][C:15]=1[CH3:16]>CN(C)C=O>[ClH:17].[CH3:9][C:10]1[C:11]([N:18]2[CH2:27][CH2:26][C:25]3[C:20](=[CH:21][CH:22]=[CH:23][CH:24]=3)[CH2:19]2)=[N:12][C:13]([N:2]([C:3]2[CH:8]=[CH:7][CH:6]=[CH:5][CH:4]=2)[CH3:1])=[N:14][C:15]=1[CH3:16] |f:3.4|. Procedure details: After N-methylaniline(0.84 ml, 7.8 mmol) was added to a mixture solution of 5,6-dimethyl-4-(1,2,3,4-tetrahydroisoquinolin-2-yl)-2-chloropyrimidine(1.0 g, 3.6 mmol) and dimethylformamide(5 ml), 0.55 g of the titled compound was obtained in accordance with the same procedure as in Step 2 of Example 1.